From a dataset of the Open Reaction Database (ORD), a public repository of structured organic reaction records. describe an organic reaction: reactants, conditions, products, and yield The reactants are CC(C(C1=C(C=C(C=C1)N1N=C2CCCCC2=C1)C)NC1=CC=C(C(=O)O)C=C1)C (4-((2-methyl-1-(2-methyl-4-(4,5,6,7-tetrahydro-2H-indazol-2-yl)phenyl)propyl)amino)benzoic acid), N1C[C@@H](CCC1)C(=O)OCC (ethyl (3R)-piperidine-3-carboxylate), Cl.CN(CCCN=C=NCC)C (1-(3-dimethylaminopropyl)-3-ethylcarbodiimide hydrochloride), ON1N=NC2=C1C=CC=C2 (1-hydroxybenzotriazole), C(C)(C)N(C(C)C)CC (N,N-diisopropylethylamine). The reagents and catalysts are CN(C1=CC=NC=C1)C (4-dimethylaminopyridine). Run in O (water), CN(C)C=O (DMF). Reaction conditions: time 8 hour. Yields the product CC(C(C1=C(C=C(C=C1)N1N=C2CCCCC2=C1)C)NC1=CC=C(C(=O)N2C[C@@H](CCC2)C(=O)OCC)C=C1)C (ethyl (3R)-1-(4-((2-methyl-1-(2-methyl-4-(4,5,6,7-tetrahydro-2H-indazol-2-yl)phenyl)propyl)amino)benzoyl)piperidine-3-carboxylate). Reaction SMILES: [CH3:1][CH:2]([CH3:30])[CH:3]([NH:20][C:21]1[CH:29]=[CH:28][C:24]([C:25](O)=[O:26])=[CH:23][CH:22]=1)[C:4]1[CH:9]=[CH:8][C:7]([N:10]2[CH:18]=[C:17]3[C:12]([CH2:13][CH2:14][CH2:15][CH2:16]3)=[N:11]2)=[CH:6][C:5]=1[CH3:19].[NH:31]1[CH2:36][CH2:35][CH2:34][C@@H:33]([C:37]([O:39][CH2:40][CH3:41])=[O:38])[CH2:32]1.Cl.CN(C)CCCN=C=NCC.ON1C2C=CC=CC=2N=N1.C(N(CC)C(C)C)(C)C>CN(C)C1C=CN=CC=1.O.CN(C=O)C>[CH3:1][CH:2]([CH3:30])[CH:3]([NH:20][C:21]1[CH:22]=[CH:23][C:24]([C:25]([N:31]2[CH2:36][CH2:35][CH2:34][C@@H:33]([C:37]([O:39][CH2:40][CH3:41])=[O:38])[CH2:32]2)=[O:26])=[CH:28][CH:29]=1)[C:4]1[CH:9]=[CH:8][C:7]([N:10]2[CH:18]=[C:17]3[C:12]([CH2:13][CH2:14][CH2:15][CH2:16]3)=[N:11]2)=[CH:6][C:5]=1[CH3:19] |f:2.3|. Procedure: A mixture of 4-((2-methyl-1-(2-methyl-4-(4,5,6,7-tetrahydro-2H-indazol-2-yl)phenyl)propyl)amino)benzoic acid obtained in step C, ethyl (3R)-piperidine-3-carboxylate (0.106 mL), 1-(3-dimethylaminopropyl)-3-ethylcarbodiimide hydrochloride (132 mg), 1-hydroxybenzotriazole (93 mg), N,N-diisopropylethylamine (0.180 mL), 4-dimethylaminopyridine (4.2 mg) and DMF (0.860 mL) was stirred at room temperature overnight. To the reaction mixture was added water, and the mixture was extracted with ethyl acetat... Starting materials: CCO, [H][H], Cc1ccc(C#N)cc1[N+](=O)[O-]. The product is Cc1ccc(C#N)cc1N. RXN SMILES: [CH3:15][CH2:16][OH:17].[H:13][H:14].[N+:1]([O-:2])(=[O:3])[c:4]1[cH:5][c:6]([C:7]#[N:8])[cH:9][cH:10][c:11]1[CH3:12]>>[NH2:1][c:4]1[cH:5][c:6]([C:7]#[N:8])[cH:9][cH:10][c:11]1[CH3:12]. Yield: 78.0%. Reported procedure: In an argon filled glove box, a 5.0 mL wheaton microreactor was charged with [Ir(cod)(OMe)]2 (1.98 mg, 1.5 mol%), L1 ligand (2.1 mg, 3.5 mol%), B2pin2 (50.8 mg, 1.0 equiv.), KOtBu (1.0 mg, 4.5 mol%), and dry THF (1.0 mL). The reaction mixture was stirred for 2 minutes at room temperature. To this mixture, 3-fluoro-N,N-diisopropylbenzamide (44.7 mg, 0.2 mmol) was added. The microreactor was capped with a teflon pressure cap and placed into pre-heated aluminum block at 80 oC. The reaction mixture ... The reactants are O=C(C=1C=CC=C(F)C1)N(C(C)C)C(C)C. Run in O1CCCC1. Product: O=C(C=1C=C(F)C=C(C1)B2OC(C)(C)C(O2)(C)C)N(C(C)C)C(C)C. Reaction conditions: temperature 80 celsius, time 12 hour. Reagents/catalysts: O1B(OC(C)(C)C1(C)C)B2OC(C)(C)C(O2)(C)C, O=C1C=CC=2C=CC=C(C3=CN=C(C=C3)C=4N=CC=CC4)C2N1, C[OH2+].C[OH2+].C1CC=CCCC=C1.C1CC=CCCC=C1.[Ir].[Ir], [K].OC(C)(C)C. The reactants are NC=1C=C2C(NC(=NC2=CC1)CC1=CC=C(C#N)C=C1)=O (4-[(6-amino-4-oxo-3,4-dihydro-quinazolin-2-yl)-methyl]-benzonitrile), C1(=CC=CC=C1)S(=O)(=O)Cl (benzenesulphonic acid chloride), CN(C)C1=NC=CC=C1 (dimethylaminopyridine). Solvent: N1=CC=CC=C1 (pyridine). The product is C1(=CC=CC=C1)S(=O)(=O)NC=1C=C2C(NC(=NC2=CC1)CC1=CC=C(C#N)C=C1)=O (4-[(6-benzenesulphonylamino-4-oxo-3,4-dihydroquinazolin-2-yl)-methyl]-benzonitrile). Reaction SMILES: [NH2:1][C:2]1[CH:3]=[C:4]2[C:9](=[CH:10][CH:11]=1)[N:8]=[C:7]([CH2:12][C:13]1[CH:20]=[CH:19][C:16]([C:17]#[N:18])=[CH:15][CH:14]=1)[NH:6][C:5]2=[O:21].[C:22]1([S:28](Cl)(=[O:30])=[O:29])[CH:27]=[CH:26][CH:25]=[CH:24][CH:23]=1.CN(C1C=CC=CN=1)C>N1C=CC=CC=1>[C:22]1([S:28]([NH:1][C:2]2[CH:3]=[C:4]3[C:9](=[CH:10][CH:11]=2)[N:8]=[C:7]([CH2:12][C:13]2[CH:20]=[CH:19][C:16]([C:17]#[N:18])=[CH:15][CH:14]=2)[NH:6][C:5]3=[O:21])(=[O:30])=[O:29])[CH:27]=[CH:26][CH:25]=[CH:24][CH:23]=1. Procedure details: Prepared analogously to Example 1e from 4-[(6-amino-4-oxo-3,4-dihydro-quinazolin-2-yl)-methyl]-benzonitrile, benzenesulphonic acid chloride and dimethylaminopyridine in pyridine.